Dataset: the Open Reaction Database (ORD), a public repository of structured organic reaction records. Task: describe an organic reaction: reactants, conditions, products, and yield Reactants: FC1=C(C(=C(C=C1)O)C)NCC1=C(C=CC(=C1)C1=CC(=CC=C1)F)F (4-fluoro-3-[[2-fluoro-5-(3-fluorophenyl)phenyl]methylamino]-2-methyl-phenol), C(=O)([O-])[O-].[Cs+].[Cs+] (Cs2CO3), O (water), BrCC(=O)OC(C)C (Isopropyl 2-bromoacetate). Solvent: CN(C)C=O (DMF). Conditions: time 1 hour. Product: FC1=C(C(=C(OCC(=O)OC(C)C)C=C1)C)NCC1=C(C=CC(=C1)C1=CC(=CC=C1)F)F (Isopropyl 2-[4-fluoro-3-[[2-fluoro-5-(3-fluorophenyl)phenyl]methylamino]-2-methyl-phenoxy]acetate). Isolated yield 66.6%. RXN SMILES: [F:1][C:2]1[CH:7]=[CH:6][C:5]([OH:8])=[C:4]([CH3:9])[C:3]=1[NH:10][CH2:11][C:12]1[CH:17]=[C:16]([C:18]2[CH:23]=[CH:22][CH:21]=[C:20]([F:24])[CH:19]=2)[CH:15]=[CH:14][C:13]=1[F:25].C([O-])([O-])=O.[Cs+].[Cs+].Br[CH2:33][C:34]([O:36][CH:37]([CH3:39])[CH3:38])=[O:35].O>CN(C=O)C>[F:1][C:2]1[CH:7]=[CH:6][C:5]([O:8][CH2:33][C:34]([O:36][CH:37]([CH3:39])[CH3:38])=[O:35])=[C:4]([CH3:9])[C:3]=1[NH:10][CH2:11][C:12]1[CH:17]=[C:16]([C:18]2[CH:23]=[CH:22][CH:21]=[C:20]([F:24])[CH:19]=2)[CH:15]=[CH:14][C:13]=1[F:25] |f:1.2.3|. Reported procedure: To a solution of 4-fluoro-3-[[2-fluoro-5-(3-fluorophenyl)phenyl]methylamino]-2-methyl-phenol (see example 13) (150 mg, 0.44 mmol, 1.0 eq) in DMF (2 mL) was added Cs2CO3 (214 mg, 0.66 mmol, 1.5 eq) and the reaction mixture was stirred for 1 h. Isopropyl 2-bromoacetate (80 mg, 0.44 mmol, 1.0 eq) was then added and the reaction was stirred for a further 1 h. The resulting mixture was poured into water and extracted with EtOAc. The organic extract was washed with water and brine, dried (Na2SO4), fil... Reactants: C1COCCN1, CS(=O)(=O)OCCC1OC(=C2C(=O)Nc3ccccc32)c2ccccc21, C1COCCO1. Product: O=C1Nc2ccccc2C1=C1OC(CCN2CCOCC2)c2ccccc21. RXN SMILES: [CH2:27]1[CH2:28][O:29][CH2:30][CH2:31][NH:32]1.[O:1]=[C:2]1[NH:3][c:4]2[cH:5][cH:6][cH:7][cH:8][c:9]2[C:10]1=[C:11]1[O:12][CH:13]([CH2:20][CH2:21][O:22][S:23]([CH3:24])(=[O:25])=[O:26])[c:14]2[cH:15][cH:16][cH:17][cH:18][c:19]21.[O:33]1[CH2:34][CH2:35][O:36][CH2:37][CH2:38]1>>[O:1]=[C:2]1[NH:3][c:4]2[cH:5][cH:6][cH:7][cH:8][c:9]2[C:10]1=[C:11]1[O:12][CH:13]([CH2:20][CH2:21][N:32]2[CH2:27][CH2:28][O:29][CH2:30][CH2:31]2)[c:14]2[cH:15][cH:16][cH:17][cH:18][c:19]21. RXN SMILES: [C:32](=[O:33])([OH:34])[O-:35].[C:8]([O:9][C:10](=[O:11])[N:15]1[CH2:16][CH2:17][CH:18]([CH2:21][CH2:22][C:23]([c:24]2[cH:25][cH:26][cH:27][cH:28][cH:29]2)([F:30])[F:31])[CH2:19][CH2:20]1)([CH3:12])([CH3:13])[CH3:14].[CH2:39]([Cl:40])[Cl:41].[Na+:36].[Na+:38].[OH-:37].[OH2:42].[OH:1][C:2]([C:3]([F:4])([F:5])[F:6])=[O:7]>>[NH:15]1[CH2:16][CH2:17][CH:18]([CH2:21][CH2:22][C:23]([c:24]2[cH:25][cH:26][cH:27][cH:28][cH:29]2)([F:30])[F:31])[CH2:19][CH2:20]1. Product: FC(F)(CCC1CCNCC1)c1ccccc1. Reactants: O=C([O-])O, CC(C)(C)OC(=O)N1CCC(CCC(F)(F)c2ccccc2)CC1, ClCCl, [Na+], [Na+], [OH-], O, O=C(O)C(F)(F)F. Starting materials: C[C@H]1N(CCC1)CCCOC=1C=C2CCC(N(C2=CC1)C=1C=C2C=CN(C2=CC1)C(=O)OC(C)(C)C)=O (tert-butyl 5-[6-{3-[(2R)-2-methylpyrrolidin-1-yl]propoxy}-2-oxo-3,4-dihydroquinolin-1(2H)-yl]-1H-indole-1-carboxylate), ClCCCN1[C@@H](CCC1)C ((2R)-1-(3-chloropropyl)-2-methylpyrrolidine), C([O-])([O-])=O.[K+].[K+] (potassium carbonate). The solvent is CO (methanol), O (water). Run at temperature 80 celsius, time 2 hour. The product is N1C=CC2=CC(=CC=C12)N1C(CCC2=CC(=CC=C12)OCCCN1[C@@H](CCC1)C)=O (1-(1H-indol-5-yl)-6-{3-[(2R)-2-methylpyrrolidin-1-yl]propoxy}-3,4-dihydroquinolin-2(1H)-one). The yield is 2.2%. As a reaction SMILES: [CH3:1][C@@H:2]1[CH2:6][CH2:5][CH2:4][N:3]1[CH2:7][CH2:8][CH2:9][O:10][C:11]1[CH:12]=[C:13]2[C:18](=[CH:19][CH:20]=1)[N:17]([C:21]1[CH:22]=[C:23]3[C:27](=[CH:28][CH:29]=1)[N:26](C(OC(C)(C)C)=O)[CH:25]=[CH:24]3)[C:16](=[O:37])[CH2:15][CH2:14]2.ClCCCN1CCC[C@H]1C.C(=O)([O-])[O-].[K+].[K+]>CO.O>[NH:26]1[C:27]2[C:23](=[CH:22][C:21]([N:17]3[C:18]4[C:13](=[CH:12][C:11]([O:10][CH2:9][CH2:8][CH2:7][N:3]5[CH2:4][CH2:5][CH2:6][C@H:2]5[CH3:1])=[CH:20][CH:19]=4)[CH2:14][CH2:15][C:16]3=[O:37])=[CH:29][CH:28]=2)[CH:24]=[CH:25]1 |f:2.3.4|. Reported procedure: To a solution of tert-butyl 5-[6-{3-[(2R)-2-methylpyrrolidin-1-yl]propoxy}-2-oxo-3,4-dihydroquinolin-1(2H)-yl]-1H-indole-1-carboxylate (Compound No. 41) prepared in the same manner as shown in Example 1 (0.050 g) in methanol (0.19 mL), water (0.3 mL) and potassium carbonate (0.041 g) were added and stirred at 80° C. for 2 hours. The reaction mixture was concentrated under reduced pressure, and the resulting residue was purified by NH-type preparative TLC (on three plates of 0.25 mm thickness, de... The product is Nc1cc(C2=NOC(c3cc(Cl)cc(Cl)c3)(C(F)(F)F)C2)ccc1C(=O)O. RXN SMILES: [CH2:1]([CH3:2])[O:3][C:4]([c:5]1[c:6]([NH2:28])[cH:7][c:8]([C:11]2=[N:12][O:13][C:14]([C:16]([F:17])([F:18])[F:19])([c:20]3[cH:21][c:22]([Cl:27])[cH:23][c:24]([Cl:26])[cH:25]3)[CH2:15]2)[cH:9][cH:10]1)=[O:29].[CH3:33][CH2:34][OH:35].[ClH:32].[K+:31].[OH-:30].[OH2:36]>>[O:3]=[C:4]([c:5]1[c:6]([NH2:28])[cH:7][c:8]([C:11]2=[N:12][O:13][C:14]([C:16]([F:17])([F:18])[F:19])([c:20]3[cH:21][c:22]([Cl:27])[cH:23][c:24]([Cl:26])[cH:25]3)[CH2:15]2)[cH:9][cH:10]1)[OH:29]. The reactants are CCOC(=O)c1ccc(C2=NOC(c3cc(Cl)cc(Cl)c3)(C(F)(F)F)C2)cc1N, CCO, Cl, [K+], [OH-], O. As a reaction SMILES: S(Cl)([Cl:4])(=O)=O.Cl[C:7]1[CH:12]=C([N+]([O-])=O)C=[C:9]([Cl:16])[C:8]=1N1C=CC=C1.[Cl:22][C:23]1[CH:29]=[C:28]([N+:30]([O-:32])=[O:31])[CH:27]=[C:26]([Cl:33])[C:24]=1[NH2:25].COC1CCC(OC)O1.C(=O)(O)[O-].[Na+]>CCOCC>[Cl:16][C:9]1[N:25]([C:24]2[C:23]([Cl:22])=[CH:29][C:28]([N+:30]([O-:32])=[O:31])=[CH:27][C:26]=2[Cl:33])[C:12]([Cl:4])=[CH:7][CH:8]=1 |f:4.5|. Product: ClC=1N(C(=CC1)Cl)C1=C(C=C(C=C1Cl)[N+](=O)[O-])Cl (2,5-dichloro-1-(2,6-dichloro-4-nitrophenyl)pyrrole). Procedure details: Sulfuryl chloride (4.68 g, 2.80 ml, 34.7 mmol) is added dropwise to 1-(2,6-dichloro-4-nitrophenyl)pyrrole (4.46 g, 17.4 mmol), prepared from 2,6-dichloro-4-nitroaniline and 2,5-dimethoxytetrahydrofuran following Example 12 procedures, in 20 ml of ether at 0°. After addition is completed, the mixture is stirred at RT for 60 hours. The reaction mixture is then poured into saturated aqueous sodium bicarbonate and extracted with ether. The combined organic layers are washed with brine, dried and str... Starting materials: C([O-])(O)=O.[Na+] (sodium bicarbonate), S(=O)(=O)(Cl)Cl (Sulfuryl chloride), ClC1=C(C(=CC(=C1)[N+](=O)[O-])Cl)N1C=CC=C1 (1-(2,6-dichloro-4-nitrophenyl)pyrrole), ClC1=C(N)C(=CC(=C1)[N+](=O)[O-])Cl (2,6-dichloro-4-nitroaniline), COC1OC(CC1)OC (2,5-dimethoxytetrahydrofuran). Conditions: time 60 hour. Solvent: CCOCC (ether).